This data is from the Open Reaction Database (ORD), a public repository of structured organic reaction records. The task is: describe an organic reaction: reactants, conditions, products, and yield Reactants: CC(C)(C)O, CNc1ccccc1, [K+], [OH-], O=C(O)c1cccc(Cl)c1, O=S(=O)(O)O. Yields the product CN(c1ccccc1)c1cccc(C(=O)O)c1. RXN SMILES: [C:26]([OH:27])([CH3:28])([CH3:29])[CH3:30].[CH3:13][NH:14][c:15]1[cH:16][cH:17][cH:18][cH:19][cH:20]1.[K+:2].[OH-:1].[OH:3][C:4](=[O:5])[c:6]1[cH:7][cH:8][cH:9][c:10]([Cl:11])[cH:12]1.[S:21](=[O:22])(=[O:23])([OH:24])[OH:25]>>[OH:3][C:4](=[O:5])[c:6]1[cH:7][cH:8][cH:9][c:10]([N:14]([CH3:13])[c:15]2[cH:16][cH:17][cH:18][cH:19][cH:20]2)[cH:12]1. Reactants: CC(C)(C)OC(=O)NC(Cc1ccccc1)CC1OC(C)(C)N(C(=O)OCc2ccccc2)C1Cc1ccc(OC(=O)C(F)(F)F)cc1, CCCC[Sn](CCCC)(CCCC)c1cc(C)ccn1, [Cl-], [Li+], CN(C)C=O, Cl[Pd]Cl, c1ccc(P(c2ccccc2)c2ccccc2)cc1, c1ccc(P(c2ccccc2)c2ccccc2)cc1. Product: Cc1ccnc(-c2ccc(CC3C(CC(Cc4ccccc4)NC(=O)OC(C)(C)C)OC(C)(C)N3C(=O)OCc3ccccc3)cc2)c1. As a reaction SMILES: [CH2:1]([c:2]1[cH:3][cH:4][cH:5][cH:6][cH:7]1)[O:8][C:9](=[O:10])[N:11]1[C:12]([CH3:47])([CH3:48])[O:13][CH:14]([CH2:30][CH:31]([CH2:32][c:33]2[cH:34][cH:35][cH:36][cH:37][cH:38]2)[NH:39][C:40](=[O:41])[O:42][C:43]([CH3:44])([CH3:45])[CH3:46])[CH:15]1[CH2:16][c:17]1[cH:18][cH:19][c:20]([O:23][C:24](=[O:25])[C:26]([F:27])([F:28])[F:29])[cH:21][cH:22]1.[CH3:51][c:52]1[cH:53][c:54]([Sn:58]([CH2:59][CH2:60][CH2:61][CH3:62])([CH2:63][CH2:64][CH2:65][CH3:66])[CH2:67][CH2:68][CH2:69][CH3:70])[n:55][cH:56][cH:57]1.[Cl-:49].[Li+:50].[O:71]=[CH:72][N:73]([CH3:74])[CH3:75].[Pd:76]([Cl:77])[Cl:78].[c:79]1([P:80]([c:81]2[cH:82][cH:83][cH:84][cH:85][cH:86]2)[c:87]2[cH:88][cH:89][cH:90][cH:91][cH:92]2)[cH:93][cH:94][cH:95][cH:96][cH:97]1.[c:98]1([P:99]([c:100]2[cH:101][cH:102][cH:103][cH:104][cH:105]2)[c:106]2[cH:107][cH:108][cH:109][cH:110][cH:111]2)[cH:112][cH:113][cH:114][cH:115][cH:116]1>>[CH2:1]([c:2]1[cH:3][cH:4][cH:5][cH:6][cH:7]1)[O:8][C:9](=[O:10])[N:11]1[C:12]([CH3:47])([CH3:48])[O:13][CH:14]([CH2:30][CH:31]([CH2:32][c:33]2[cH:34][cH:35][cH:36][cH:37][cH:38]2)[NH:39][C:40](=[O:41])[O:42][C:43]([CH3:44])([CH3:45])[CH3:46])[CH:15]1[CH2:16][c:17]1[cH:18][cH:19][c:20](-[c:54]2[cH:53][c:52]([CH3:51])[cH:57][cH:56][n:55]2)[cH:21][cH:22]1. Starting materials: C(C)(C)(C)OC(=O)N1C=NC2=C1C(=CC(=C2C)N)F (1-tert-Butoxycarbonyl-4-methyl-5-amino-7-fluorobenzimidazole), Cl (HCl). The product is Cl.CC1=C(C=C(C=2N=CNC21)F)N (4methyl-5-amino-7-fluorobenzimidazole hydrochloride). As a reaction SMILES: C(OC([N:8]1[C:12]2[C:13]([F:19])=[CH:14][C:15]([NH2:18])=[C:16]([CH3:17])[C:11]=2[N:10]=[CH:9]1)=O)(C)(C)C.[ClH:20]>>[ClH:20].[CH3:17][C:16]1[C:11]2[NH:10][CH:9]=[N:8][C:12]=2[C:13]([F:19])=[CH:14][C:15]=1[NH2:18] |f:2.3|. Procedure: 1-tert-Butoxycarbonyl-4-methyl-5-amino-7-fluorobenzimidazole (1 g) (prepared as described in U.S. Pat. No. 5,478,858 issued to Cupps and Bogdan, Dec. 26, 1995, incorporated herein by reference) and 6N HCl (10 mL) are combined and heated to reflux while stirring. After completion of the t-BOC group deprotection, the reaction mixture is concentrated under reduced pressure and dried to furnish 4methyl-5-amino-7-fluorobenzimidazole hydrochloride. Reactants: C1(OC(C2=CC=CC=C12)=O)=O (1,3-isobenzofurandione), NC1=CC(=C(C(=O)N[C@@H]2[C@@H](CN(CC2)CCCN)OC)C=C1Cl)OC (cis-4-amino-N-[1-(3-aminopropyl)-3-methoxy-4-piperidinyl]-5-chloro-2-methoxybenzamide), CC1=CC=CC=C1 (methylbenzene). Solvent: O (water). Reaction conditions: time 3 hour. Product: NC1=CC(=C(C(=O)N[C@@H]2[C@@H](CN(CC2)CCCN2C(C3=CC=CC=C3C2=O)=O)OC)C=C1Cl)OC (cis-4-amino-5-chloro-N-[1-[3-(1,3-dihydro-1,3-dioxo-2H-isoindol-2-yl)propyl]-3-methoxy-4-piperidinyl]-2-methoxybenzamide). Isolated yield 42.0%. As a reaction SMILES: [C:1]1(=[O:11])[C:9]2[C:4](=[CH:5][CH:6]=[CH:7][CH:8]=2)[C:3](=[O:10])O1.[NH2:12][C:13]1[C:33]([Cl:34])=[CH:32][C:16]([C:17]([NH:19][C@H:20]2[CH2:25][CH2:24][N:23]([CH2:26][CH2:27][CH2:28][NH2:29])[CH2:22][C@H:21]2[O:30][CH3:31])=[O:18])=[C:15]([O:35][CH3:36])[CH:14]=1.CC1C=CC=CC=1>O>[NH2:12][C:13]1[C:33]([Cl:34])=[CH:32][C:16]([C:17]([NH:19][C@H:20]2[CH2:25][CH2:24][N:23]([CH2:26][CH2:27][CH2:28][N:29]3[C:3](=[O:10])[C:4]4[C:9](=[CH:8][CH:7]=[CH:6][CH:5]=4)[C:1]3=[O:11])[CH2:22][C@H:21]2[O:30][CH3:31])=[O:18])=[C:15]([O:35][CH3:36])[CH:14]=1. Procedure details: A mixture of 1.85 parts of 1,3-isobenzofurandione, 4.4 parts of cis-4-amino-N-[1-(3-aminopropyl)-3-methoxy-4-piperidinyl]-5-chloro-2-methoxybenzamide and 45 parts of methylbenzene was stirred for 3 hours at reflux temperature, using a water separator. The reaction mixture was evaporated. The residue was taken up in trichloromethane. The organic phase was washed with a saturate solution of sodium carbonate and water, dried, filtered and evaporated. The residue was purified by column chromatograph... Starting materials: CCOC(=O)Cc1ccc(OC2CCN(C(=O)OC(C)(C)C)C2)cc1, CCO, [Na+], [OH-]. Yields the product CC(C)(C)OC(=O)N1CCC(Oc2ccc(CC(=O)O)cc2)C1. RXN SMILES: [C:1]([CH3:2])([CH3:3])([CH3:4])[O:5][C:6](=[O:7])[N:8]1[CH2:9][CH:10]([O:13][c:14]2[cH:15][cH:16][c:17]([CH2:20][C:21](=[O:22])[O:23][CH2:24][CH3:25])[cH:18][cH:19]2)[CH2:11][CH2:12]1.[CH3:28][CH2:29][OH:30].[Na+:27].[OH-:26]>>[C:1]([CH3:2])([CH3:3])([CH3:4])[O:5][C:6](=[O:7])[N:8]1[CH2:9][CH:10]([O:13][c:14]2[cH:15][cH:16][c:17]([CH2:20][C:21](=[O:22])[OH:23])[cH:18][cH:19]2)[CH2:11][CH2:12]1. Reactants: CC(C)C(NC(=O)OCc1ccccc1)C(=O)OCC(COC(=O)C(NC(=O)OCc1ccccc1)C(C)C)OC(=O)CCC(=O)O, CN(C)c1ccncc1, C(=NC1CCCCC1)=NC1CCCCC1, Nc1nc2c(ncn2C2CC(F)C(CO)O2)c(=O)[nH]1, CN(C)C=O, On1nnc2ccccc21. Product: CC(C)C(NC(=O)OCc1ccccc1)C(=O)OCC(COC(=O)C(NC(=O)OCc1ccccc1)C(C)C)OC(=O)CCC(=O)OCC1OC(n2cnc3c(=O)[nH]c(N)nc32)CC1F. RXN SMILES: [C:30](=[O:31])([O:32][CH2:33][c:34]1[cH:35][cH:36][cH:37][cH:38][cH:39]1)[NH:40][CH:41]([CH:42]([CH3:43])[CH3:44])[C:45](=[O:46])[O:47][CH2:48][CH:49]([CH2:50][O:51][C:52]([CH:53]([NH:54][C:55](=[O:56])[O:57][CH2:58][c:59]1[cH:60][cH:61][cH:62][cH:63][cH:64]1)[CH:65]([CH3:66])[CH3:67])=[O:68])[O:69][C:70]([CH2:71][CH2:72][C:73](=[O:74])[OH:75])=[O:76].[CH3:92][N:93]([c:94]1[cH:95][cH:96][n:97][cH:98][cH:99]1)[CH3:100].[CH:77]1([N:78]=[C:79]=[N:80][CH:81]2[CH2:82][CH2:83][CH2:84][CH2:85][CH2:86]2)[CH2:87][CH2:88][CH2:89][CH2:90][CH2:91]1.[F:1][CH:2]1[CH2:3][CH:4]([n:9]2[cH:10][n:11][c:12]3[c:13](=[O:14])[nH:15][c:16]([NH2:17])[n:18][c:19]23)[O:5][CH:6]1[CH2:7][OH:8].[O:101]=[CH:102][N:103]([CH3:104])[CH3:105].[OH:20][n:21]1[c:22]2[c:23]([cH:24][cH:25][cH:26][cH:27]2)[n:28][n:29]1>>[F:1][CH:2]1[CH2:3][CH:4]([n:9]2[cH:10][n:11][c:12]3[c:13](=[O:14])[nH:15][c:16]([NH2:17])[n:18][c:19]23)[O:5][CH:6]1[CH2:7][O:8][C:73]([CH2:72][CH2:71][C:70]([O:69][CH:49]([CH2:48][O:47][C:45]([CH:41]([NH:40][C:30](=[O:31])[O:32][CH2:33][c:34]1[cH:35][cH:36][cH:37][cH:38][cH:39]1)[CH:42]([CH3:43])[CH3:44])=[O:46])[CH2:50][O:51][C:52]([CH:53]([NH:54][C:55](=[O:56])[O:57][CH2:58][c:59]1[cH:60][cH:61][cH:62][cH:63][cH:64]1)[CH:65]([CH3:66])[CH3:67])=[O:68])=[O:76])=[O:74]. Starting materials: N1=CN=C(C=C1)C(CC(=O)OCC)=O (ethyl 3-(4-pyrimidinyl)-3-oxopropionate), N1=CC=C(C=C1)C(CC(=O)OCC)=O (ethyl 3-(pyridin-4-yl)-3-oxopropionate), Cl.N=C1NCCCCC1N1C(C2=CC=CC=C2C1=O)=O (2-(2-iminoazepan-3-yl)-1H-isoindole-1,3(2H)-dione hydrochloride). The product is O=C1C=C(N=C2N1CCCCC2N2C(C1=CC=CC=C1C2=O)=O)C2=NC=NC=C2 ((+/−)2-(4-oxo-2-pyrimidin-4-yl-4,6,7,8,9,10-hexahydropyrimido[1,2-a]azepin-10-yl)-1H-isoindole-1,3(2H)-dione). RXN SMILES: [N:1]1[CH:6]=[CH:5][C:4]([C:7](=O)[CH2:8][C:9]([O:11]CC)=O)=[N:3][CH:2]=1.N1C=CC(C(=O)CC(OCC)=O)=CC=1.Cl.[NH:30]=[C:31]1[CH:37]([N:38]2[C:46](=[O:47])[C:45]3[C:40](=[CH:41][CH:42]=[CH:43][CH:44]=3)[C:39]2=[O:48])[CH2:36][CH2:35][CH2:34][CH2:33][NH:32]1>>[O:11]=[C:9]1[N:32]2[CH2:33][CH2:34][CH2:35][CH2:36][CH:37]([N:38]3[C:46](=[O:47])[C:45]4[C:40](=[CH:41][CH:42]=[CH:43][CH:44]=4)[C:39]3=[O:48])[C:31]2=[N:30][C:7]([C:4]2[CH:5]=[CH:6][N:1]=[CH:2][N:3]=2)=[CH:8]1 |f:2.3|. Procedure details: By analogy with the method described in example 1 (step 1.3), using ethyl 3-(4-pyrimidinyl)-3-oxopropionate (prepared by analogy to the method described in patent DE 2705582) in place of ethyl 3-(pyridin-4-yl)-3-oxopropionate and using 2-(2-iminoazepan-3-yl)-1H-isoindole-1,3(2H)-dione hydrochloride (1:1), the compound was obtained as a white powder. Starting materials: CC1=NC(=NC(=C1[N+](=O)[O-])C)OCC(=O)OCC (ethyl 2-(4,6-dimethyl-5-nitropyrimidine-2-yloxy)acetate), [H][H] (hydrogen). The reagents and catalysts are [Pd] (Pd—C). The solvent is C(C)O (ethanol). Conditions: temperature 25 celsius, time 4.5 hour. Product: NC=1C(=NC(=NC1C)OCC(=O)OCC)C (ethyl 2-(5-amino-4,6-dimethylpyrimidine-2-yloxy)acetate). The yield is 99.9%. RXN SMILES: [CH3:1][C:2]1[C:7]([N+:8]([O-])=O)=[C:6]([CH3:11])[N:5]=[C:4]([O:12][CH2:13][C:14]([O:16][CH2:17][CH3:18])=[O:15])[N:3]=1.[H][H]>C(O)C.[Pd]>[NH2:8][C:7]1[C:2]([CH3:1])=[N:3][C:4]([O:12][CH2:13][C:14]([O:16][CH2:17][CH3:18])=[O:15])=[N:5][C:6]=1[CH3:11]. Procedure: Compound 6 (75.98 g) and 5% Pd—C (7.598 g, N. E. CHEMCAT, STD Type) were suspended in ethanol (760 mL). Evacuation and replacement with hydrogen were repeated three times. Subsequently, the suspension was vigorously stirred at room temperature (20 to 30° C.) for 4.5 hours under hydrogen atmosphere. After the reaction was completed, the mixture was subjected to high precision pressure filtration (0.2 μm, PTFE) and the filtered product was washed with ethanol (474 mL). The filtrate was evaporated ... Starting materials: O=C([O-])O, CCOc1ccc(Nc2nc3nc[nH]c3c(=O)[nH]2)cn1, CN(C)C=O, [NH4+], [Na+], [OH-], O, O=S(Cl)Cl. Yields the product CCOc1ccc(Nc2nc(Cl)c3[nH]cnc3n2)cn1. RXN SMILES: [C:25](=[O:26])([OH:27])[O-:28].[CH2:1]([CH3:2])[O:3][c:4]1[n:5][cH:6][c:7]([NH:10][c:11]2[nH:12][c:13](=[O:20])[c:14]3[nH:15][cH:16][n:17][c:18]3[n:19]2)[cH:8][cH:9]1.[CH3:33][N:34]([CH3:35])[CH:36]=[O:37].[NH4+:30].[Na+:29].[OH-:31].[OH2:32].[S:21]([Cl:22])([Cl:23])=[O:24]>>[CH2:1]([CH3:2])[O:3][c:4]1[n:5][cH:6][c:7]([NH:10][c:11]2[n:12][c:13]([Cl:23])[c:14]3[nH:15][cH:16][n:17][c:18]3[n:19]2)[cH:8][cH:9]1. Reactants: NC[C@@H]1CN(CC1)C(=O)OC(C)(C)C ((R)-3-aminomethyl-1-N-tert-butoxycarbonyl-pyrrolidine), ClC=1C=CC2=C(C=C(O2)C(=O)O)C1 (5-chloro-benzofuran-2-carboxylic acid). Product: C(C)(C)(C)OC(=O)N1C[C@H](CC1)CNC(=O)C=1OC2=C(C1)C=C(C=C2)Cl ((R)-3-{[(5-chloro-benzofuran-2-carbonyl)-amino]-methyl}-pyrrolidine-1-carboxylic acid tert-butyl ester). Reaction SMILES: [NH2:1][CH2:2][C@H:3]1[CH2:7][CH2:6][N:5]([C:8]([O:10][C:11]([CH3:14])([CH3:13])[CH3:12])=[O:9])[CH2:4]1.[Cl:15][C:16]1[CH:17]=[CH:18][C:19]2[O:23][C:22]([C:24](O)=[O:25])=[CH:21][C:20]=2[CH:27]=1>>[C:11]([O:10][C:8]([N:5]1[CH2:6][CH2:7][C@H:3]([CH2:2][NH:1][C:24]([C:22]2[O:23][C:19]3[CH:18]=[CH:17][C:16]([Cl:15])=[CH:27][C:20]=3[CH:21]=2)=[O:25])[CH2:4]1)=[O:9])([CH3:14])([CH3:13])[CH3:12]. Procedure details: 67.1 Using general procedure E, (R)-3-aminomethyl-1-N-tert-butoxycarbonyl-pyrrolidine was coupled with 5-chloro-benzofuran-2-carboxylic acid to give (R)-3-{[(5-chloro-benzofuran-2-carbonyl)-amino]-methyl}-pyrrolidine-1-carboxylic acid tert-butyl ester. White solid. MS377.3 ([M−H]−)